This data is from the Open Reaction Database (ORD), a public repository of structured organic reaction records. The task is: describe an organic reaction: reactants, conditions, products, and yield Reactants: CC1=NN(C(=C1)N)C1=CC=NC=C1 (3-methyl-1-(4-pyridinyl)-1H-pyrazol-5-ylamine), ClC1=C(C(=O)O)C=C(C(=C1)F)F (2-chloro-4,5-difluorobenzoic acid), C([O-])([O-])=O.[K+].[K+] (potassium carbonate), Cl (hydrochloric acid). The reagents and catalysts are C(C)(=O)[O-].[Cu+2].C(C)(=O)[O-] (copper acetate). Run in CN(C=O)C (N,N-dimethylformamide), O (water). Yields the product FC1=CC(=C(C(=O)O)C=C1F)NC1=CC(=NN1C1=CC=NC=C1)C (4,5-difluoro-2-[[3-methyl-1-(4-pyridinyl)-1H-pyrazol-5-yl]amino]benzoic acid). Isolated yield 65.0%. Reaction SMILES: [CH3:1][C:2]1[CH:6]=[C:5]([NH2:7])[N:4]([C:8]2[CH:13]=[CH:12][N:11]=[CH:10][CH:9]=2)[N:3]=1.Cl[C:15]1[CH:23]=[C:22]([F:24])[C:21]([F:25])=[CH:20][C:16]=1[C:17]([OH:19])=[O:18].C(=O)([O-])[O-].[K+].[K+].Cl>CN(C)C=O.C([O-])(=O)C.[Cu+2].C([O-])(=O)C.O>[F:24][C:22]1[C:21]([F:25])=[CH:20][C:16]([C:17]([OH:19])=[O:18])=[C:15]([NH:7][C:5]2[N:4]([C:8]3[CH:13]=[CH:12][N:11]=[CH:10][CH:9]=3)[N:3]=[C:2]([CH3:1])[CH:6]=2)[CH:23]=1 |f:2.3.4,7.8.9|. Procedure: A solution of 3-methyl-1-(4-pyridinyl)-1H-pyrazol-5-ylamine (5.80 g, 33.3 mmol), 2-chloro-4,5-difluorobenzoic acid (5.78 g, 30.0 mmol), copper acetate (II) (0.545 g, 3.00 mmol) and potassium carbonate (4.15 g, 30.0 mmol) in N,N-dimethylformamide (30 mL) was heated under reflux under an argon atmosphere for 2 hours. The solution was allowed to cool to room temperature and poured into water. The solution was made weakly acidic by the addition of 1N hydrochloric acid, and the resulting crude crysta...